From a dataset of the Open Reaction Database (ORD), a public repository of structured organic reaction records. describe an organic reaction: reactants, conditions, products, and yield Starting materials: BrC1=CC=C(C=C1)S(=O)(=O)N (4-bromo-benzenesulfonamide), C(#C)N1C2=CC=C(C=C2C=2CCN(CC12)C)C (9-ethynyl-2,6-dimethyl-2,3,4,9-tetrahydro-1H-β-carboline), CCCC[N+](CCCC)(CCCC)CCCC.[F-] (TBAF). The reagents and catalysts are C1=CC=C(C=C1)P(C2=CC=CC=C2)C3=CC=CC=C3.C1=CC=C(C=C1)P(C2=CC=CC=C2)C3=CC=CC=C3.Cl[Pd]Cl (dichloro bis(triphenylphosphine) palladium(II)). Solvent: O (water). Product: CN1CC=2N(C3=CC=C(C=C3C2CC1)C)C#CC1=CC=C(C=C1)S(=O)(=O)N (4-(2,6-dimethyl-1,2,3,4-tetrahydro-β-carbolin-9-ylethynyl)-benzenesulfonamide). RXN SMILES: Br[C:2]1[CH:7]=[CH:6][C:5]([S:8]([NH2:11])(=[O:10])=[O:9])=[CH:4][CH:3]=1.[C:12]([N:14]1[C:26]2[CH2:25][N:24]([CH3:27])[CH2:23][CH2:22][C:21]=2[C:20]2[C:15]1=[CH:16][CH:17]=[C:18]([CH3:28])[CH:19]=2)#[CH:13].CCCC[N+](CCCC)(CCCC)CCCC.[F-]>C1C=CC(P(C2C=CC=CC=2)C2C=CC=CC=2)=CC=1.C1C=CC(P(C2C=CC=CC=2)C2C=CC=CC=2)=CC=1.Cl[Pd]Cl.O>[CH3:27][N:24]1[CH2:23][CH2:22][C:21]2[C:20]3[C:15](=[CH:16][CH:17]=[C:18]([CH3:28])[CH:19]=3)[N:14]([C:12]#[C:13][C:2]3[CH:7]=[CH:6][C:5]([S:8]([NH2:11])(=[O:10])=[O:9])=[CH:4][CH:3]=3)[C:26]=2[CH2:25]1 |f:2.3,4.5.6|. Procedure: A mixture of 4-bromo-benzenesulfonamide (200 mg, 0.84 mmol), 9-ethynyl-2,6-dimethyl-2,3,4,9-tetrahydro-1H-β-carboline (228 mg, 1.01 mmol), TBAF.3H2O (801 mg, 2.54 mmol) and dichloro bis(triphenylphosphine) palladium(II) (30 mg, 0.042 mmol) was stirred at 85° C. for 10 min. The reaction mixture was poured into water and extracted with EtOAc (3×25 mL). The organic layer was washed with water (3×30 mL), dried over anhydrous sodium sulfate and evaporated to afford crude material, which was purified ... The reactants are CN(C)C=O, O=C(O)c1cc(F)cc(S(=O)(=O)Cl)c1, O=S(Cl)Cl. Product: O=C(Cl)c1cc(F)cc(S(=O)(=O)Cl)c1. RXN SMILES: [CH3:19][N:20]([CH3:21])[CH:22]=[O:23].[Cl:5][S:6](=[O:7])(=[O:8])[c:9]1[cH:10][c:11]([C:12](=[O:13])[OH:14])[cH:15][c:16]([F:18])[cH:17]1.[S:1]([Cl:2])([Cl:3])=[O:4]>>[Cl:3][C:12]([c:11]1[cH:10][c:9]([S:6]([Cl:5])(=[O:7])=[O:8])[cH:17][c:16]([F:18])[cH:15]1)=[O:13]. Starting materials: [Br-], [Br-], CC#N, CC(OC1CCC(CO)C1c1ccc(F)cc1)c1cc(C(F)(F)F)cc(C(F)(F)F)c1, c1ccc(P(c2ccccc2)c2ccccc2)cc1. Yields the product CC(OC1CCC(CBr)C1c1ccc(F)cc1)c1cc(C(F)(F)F)cc(C(F)(F)F)c1. Reaction SMILES: [Br-:32].[Br-:33].[CH3:53][C:54]#[N:55].[F:1][C:2]([c:3]1[cH:4][c:5]([CH:13]([CH3:14])[O:15][CH:16]2[CH:17]([c:23]3[cH:24][cH:25][c:26]([F:29])[cH:27][cH:28]3)[CH:18]([CH2:21][OH:22])[CH2:19][CH2:20]2)[cH:6][c:7]([C:9]([F:10])([F:11])[F:12])[cH:8]1)([F:30])[F:31].[c:34]1([P:35]([c:36]2[cH:37][cH:38][cH:39][cH:40][cH:41]2)[c:42]2[cH:43][cH:44][cH:45][cH:46][cH:47]2)[cH:48][cH:49][cH:50][cH:51][cH:52]1>>[F:1][C:2]([c:3]1[cH:4][c:5]([CH:13]([CH3:14])[O:15][CH:16]2[CH:17]([c:23]3[cH:24][cH:25][c:26]([F:29])[cH:27][cH:28]3)[CH:18]([CH2:21][Br:32])[CH2:19][CH2:20]2)[cH:6][c:7]([C:9]([F:10])([F:11])[F:12])[cH:8]1)([F:30])[F:31]. Reaction SMILES: [CH3:25][N+:26]1([O-:27])[CH2:28][CH2:30][O:29][CH2:31][CH2:32]1.[CH3:39][C:40](=[O:41])[CH3:42].[F:1][C:2]([c:3]1[cH:4][c:5]2[n:6][c:7]([NH:18][CH2:19][CH2:20][CH2:21][OH:22])[c:8]3[n:9]([c:10]2[cH:11][c:12]1[CH:13]=[CH2:14])[cH:15][cH:16][n:17]3)([F:23])[F:24].[I+3:33]([O-:34])([O-:35])([O-:36])[O-:37].[Na+:38].[OH2:43]>>[F:1][C:2]([c:3]1[cH:4][c:5]2[n:6][c:7]([NH:18][CH2:19][CH2:20][CH2:21][OH:22])[c:8]3[n:9]([c:10]2[cH:11][c:12]1[CH:13]=[O:29])[cH:15][cH:16][n:17]3)([F:23])[F:24]. The reactants are C[N+]1([O-])CCOCC1, CC(C)=O, C=Cc1cc2c(cc1C(F)(F)F)nc(NCCCO)c1nccn12, [O-][I+3]([O-])([O-])[O-], [Na+], O. Yields the product O=Cc1cc2c(cc1C(F)(F)F)nc(NCCCO)c1nccn12.